This data is from the Open Reaction Database (ORD), a public repository of structured organic reaction records. The task is: describe an organic reaction: reactants, conditions, products, and yield The reactants are CCCC1(C(O)c2cnc3c(ccn3[Si](C(C)C)(C(C)C)C(C)C)c2)CCCN1C(=O)OC(C)(C)C, CC(=O)OI1(OC(C)=O)(OC(C)=O)OC(=O)c2ccccc21, ClCCl. Yields the product CCCC1(C(=O)c2cnc3c(ccn3[Si](C(C)C)(C(C)C)C(C)C)c2)CCCN1C(=O)OC(C)(C)C. As a reaction SMILES: [C:1]([CH3:2])([CH3:3])([CH3:4])[O:5][C:6](=[O:7])[N:8]1[C:9]([CH2:13][CH2:14][CH3:15])([CH:16]([c:17]2[cH:18][c:19]3[c:20]([n:21][cH:22]2)[n:23]([Si:26]([CH:27]([CH3:28])[CH3:29])([CH:30]([CH3:31])[CH3:32])[CH:33]([CH3:34])[CH3:35])[cH:24][cH:25]3)[OH:36])[CH2:10][CH2:11][CH2:12]1.[CH3:37][C:38]([O:39][I:40]1([O:50][C:51]([CH3:52])=[O:53])([O:54][C:55]([CH3:56])=[O:57])[c:41]2[c:42]([cH:43][cH:44][cH:45][cH:46]2)[C:47](=[O:48])[O:49]1)=[O:58].[Cl:59][CH2:60][Cl:61]>>[C:1]([CH3:2])([CH3:3])([CH3:4])[O:5][C:6](=[O:7])[N:8]1[C:9]([CH2:13][CH2:14][CH3:15])([C:16]([c:17]2[cH:18][c:19]3[c:20]([n:21][cH:22]2)[n:23]([Si:26]([CH:27]([CH3:28])[CH3:29])([CH:30]([CH3:31])[CH3:32])[CH:33]([CH3:34])[CH3:35])[cH:24][cH:25]3)=[O:36])[CH2:10][CH2:11][CH2:12]1. Reactants: ClC=1C=C(C=C(C1)Cl)C1(CC(=NO1)C1=CC(=C(C(=O)NC=2C=NC=NC2)C=C1)C)C(F)(F)F (4-[5-(3,5-dichlorophenyl)-5-trifluoromethyl-4,5-dihydroisoxazole-3-yl]-2-methyl-N-(5-pyrimidinyl)benzoic acid amide), CI (methyl iodide), C([O-])([O-])=O.[K+].[K+] (potassium carbonate), O (water). Solvent: CN(C=O)C (N,N-dimethylformamide). Product: ClC=1C=C(C=C(C1)Cl)C1(CC(=NO1)C1=CC(=C(C(=O)N(C=2C=NC=NC2)C)C=C1)C)C(F)(F)F (4-[5-(3,5-dichlorophenyl)-5-trifluoromethyl-4,5-dihydro-isoxazole-3-yl]-2-methyl-N-methyl-N-(5-pyrimidinyl)benzoic acid amide). The yield is 35.0%. RXN SMILES: [Cl:1][C:2]1[CH:3]=[C:4]([C:9]2([C:30]([F:33])([F:32])[F:31])[O:13][N:12]=[C:11]([C:14]3[CH:28]=[CH:27][C:17]([C:18]([NH:20][C:21]4[CH:22]=[N:23][CH:24]=[N:25][CH:26]=4)=[O:19])=[C:16]([CH3:29])[CH:15]=3)[CH2:10]2)[CH:5]=[C:6]([Cl:8])[CH:7]=1.CI.[C:36](=O)([O-])[O-].[K+].[K+].O>CN(C)C=O>[Cl:8][C:6]1[CH:5]=[C:4]([C:9]2([C:30]([F:31])([F:33])[F:32])[O:13][N:12]=[C:11]([C:14]3[CH:28]=[CH:27][C:17]([C:18]([N:20]([CH3:36])[C:21]4[CH:26]=[N:25][CH:24]=[N:23][CH:22]=4)=[O:19])=[C:16]([CH3:29])[CH:15]=3)[CH2:10]2)[CH:3]=[C:2]([Cl:1])[CH:7]=1 |f:2.3.4|. Procedure: In a solution of 0.25 g of 4-[5-(3,5-dichlorophenyl)-5-trifluoromethyl-4,5-dihydroisoxazole-3-yl]-2-methyl-N-(5-pyrimidinyl)benzoic acid amide in 4 mL of N,N-dimethylformamide, 0.36 g of methyl iodide and 0.35 g of potassium carbonate were added at room temperature with stirring, and stirred at 80° C. for 1 hour. After the completion of the reaction, 10 mL of water was added in the reaction mixture, and extracted with ethyl acetate (20 mL×1), the organic phase was dehydrated with and dried over ... The reactants are CC1CN(C(=O)OC(C)(C)C)Cc2cc3ccc(Br)nc3n21, C1CCOC1, CB1OB(C)OB(C)O1, COCCOC, [Na+], [Na+], [Na+], O=C([O-])[O-], [OH-], c1ccc(P(c2ccccc2)(c2ccccc2)[Pd](P(c2ccccc2)(c2ccccc2)c2ccccc2)(P(c2ccccc2)(c2ccccc2)c2ccccc2)P(c2ccccc2)(c2ccccc2)c2ccccc2)cc1. Product: Cc1ccc2cc3n(c2n1)C(C)CN(C(=O)OC(C)(C)C)C3. Reaction SMILES: [C:1]([CH3:2])([CH3:3])([CH3:4])[O:5][C:6](=[O:7])[N:8]1[CH2:9][c:10]2[cH:11][c:12]3[cH:13][cH:14][c:15]([Br:22])[n:16][c:17]3[n:18]2[CH:19]([CH3:21])[CH2:20]1.[CH2:46]1[O:47][CH2:48][CH2:49][CH2:50]1.[CH3:29][B:30]1[O:31][B:32]([CH3:33])[O:34][B:35]([CH3:36])[O:37]1.[CH3:40][O:41][CH2:42][CH2:43][O:44][CH3:45].[Na+:23].[Na+:24].[Na+:39].[O-:25][C:26](=[O:27])[O-:28].[OH-:38].[cH:51]1[cH:52][cH:53][c:54]([P:55]([Pd:56]([P:57]([c:58]2[cH:59][cH:60][cH:61][cH:62][cH:63]2)([c:64]2[cH:65][cH:66][cH:67][cH:68][cH:69]2)[c:70]2[cH:71][cH:72][cH:73][cH:74][cH:75]2)([P:76]([c:77]2[cH:78][cH:79][cH:80][cH:81][cH:82]2)([c:83]2[cH:84][cH:85][cH:86][cH:87][cH:88]2)[c:89]2[cH:90][cH:91][cH:92][cH:93][cH:94]2)[P:95]([c:96]2[cH:97][cH:98][cH:99][cH:100][cH:101]2)([c:102]2[cH:103][cH:104][cH:105][cH:106][cH:107]2)[c:108]2[cH:109][cH:110][cH:111][cH:112][cH:113]2)([c:114]2[cH:115][cH:116][cH:117][cH:118][cH:119]2)[c:120]2[cH:121][cH:122][cH:123][cH:124][cH:125]2)[cH:126][cH:127]1>>[C:1]([CH3:2])([CH3:3])([CH3:4])[O:5][C:6](=[O:7])[N:8]1[CH2:9][c:10]2[cH:11][c:12]3[cH:13][cH:14][c:15]([CH3:26])[n:16][c:17]3[n:18]2[CH:19]([CH3:21])[CH2:20]1. The reactants are O1C=NC=2C1=CC1=C(CCNCC1)C2 (6,7,8,9-tetrahydro-5H-[1,3]oxazolo[4,5-h][3]benzazepine), ClCCCSC=1N(C(=NN1)C1=C2C=CC(=NC2=CC=C1)C)C (5-{5-[(3-chloropropyl)thio]-4-methyl-4H-1,2,4-triazol-3-yl}-2-methylquinoline). Yields the product Cl.CN1C(=NN=C1C1=C2C=CC(=NC2=CC=C1)C)SCCCN1CCC2=C(CC1)C=C1C(=C2)OC=N1 (7-(3-{[4-Methyl-5-(2-methyl-5-quinolinyl)-4H-1,2,4-triazol-3-yl]thio}propyl)-6,7,8,9-tetrahydro-5H-[1,3]oxazolo[4,5-h][3]benzazepine hydrochloride), solid. Reaction SMILES: [O:1]1[C:5]2=[CH:6][C:7]3[CH2:13][CH2:12][NH:11][CH2:10][CH2:9][C:8]=3[CH:14]=[C:4]2[N:3]=[CH:2]1.[Cl:15][CH2:16][CH2:17][CH2:18][S:19][C:20]1[N:21]([CH3:36])[C:22]([C:25]2[CH:34]=[CH:33][CH:32]=[C:31]3[C:26]=2[CH:27]=[CH:28][C:29]([CH3:35])=[N:30]3)=[N:23][N:24]=1>>[ClH:15].[CH3:36][N:21]1[C:22]([C:25]2[CH:34]=[CH:33][CH:32]=[C:31]3[C:26]=2[CH:27]=[CH:28][C:29]([CH3:35])=[N:30]3)=[N:23][N:24]=[C:20]1[S:19][CH2:18][CH2:17][CH2:16][N:11]1[CH2:10][CH2:9][C:8]2[CH:14]=[C:4]3[N:3]=[CH:2][O:1][C:5]3=[CH:6][C:7]=2[CH2:13][CH2:12]1 |f:2.3|. Reported procedure: The title compound was prepared in analogy to General Procedure 1 from 6,7,8,9-tetrahydro-5H-[1,3]oxazolo[4,5-h][3]benzazepine (0.10 mmol) and 5-{5-[(3-chloropropyl)thio]-4-methyl-4H-1,2,4-triazol-3-yl}-2-methylquinoline and was obtained as a colourless slightly hygroscopic solid (15 μmol)